From a dataset of the Open Reaction Database (ORD), a public repository of structured organic reaction records. describe an organic reaction: reactants, conditions, products, and yield Reactants: NCCN1C=NC2=C1C=CC(=C2)C(=O)N2C1CC(CC2CC1)O ([1-(2-aminoethyl)-1H-benzimidazol-5-yl]-(3-hydroxy-8-azabicyclo[3.2.1]oct-8-yl)-methanone), CCN(C(C)C)C(C)C (DIPEA), O=S1(CCN(CC1)C(=O)Cl)=O (1,1-dioxo-thiomorpholine-4-carbonyl chloride). Run in C1CCOC1 (THF). Conditions: time 2 hour. Product: OC1CC2CCC(C1)N2C(=O)C2=CC1=C(N(C=N1)CCNC(=O)N1CCS(CC1)(=O)=O)C=C2 (1,1-dioxo-thiomorpholine-4-carboxylic acid {2-[5-(3-hydroxy-8-aza-bicyclo[3.2.1]octane-8-carbonyl)-benzoimidazol-1-yl]-ethyl}-amide). The yield is 2.3%. As a reaction SMILES: [NH2:1][CH2:2][CH2:3][N:4]1[C:8]2[CH:9]=[CH:10][C:11]([C:13]([N:15]3[CH:20]4[CH2:21][CH2:22][CH:16]3[CH2:17][CH:18]([OH:23])[CH2:19]4)=[O:14])=[CH:12][C:7]=2[N:6]=[CH:5]1.CCN(C(C)C)C(C)C.[O:33]=[S:34]1(=[O:43])[CH2:39][CH2:38][N:37]([C:40](Cl)=[O:41])[CH2:36][CH2:35]1>C1COCC1>[OH:23][CH:18]1[CH2:19][CH:20]2[N:15]([C:13]([C:11]3[CH:10]=[CH:9][C:8]4[N:4]([CH2:3][CH2:2][NH:1][C:40]([N:37]5[CH2:38][CH2:39][S:34](=[O:43])(=[O:33])[CH2:35][CH2:36]5)=[O:41])[CH:5]=[N:6][C:7]=4[CH:12]=3)=[O:14])[CH:16]([CH2:22][CH2:21]2)[CH2:17]1. Procedure details: To a solution of [1-(2-aminoethyl)-1H-benzimidazol-5-yl]-(3-hydroxy-8-azabicyclo[3.2.1]oct-8-yl)-methanone (0.2 g, 0.636 mmol) in dry THF (5 mL) was added DIPEA (0.3 mL, 1.91 mmol) at 0° C. To this reaction mixture was added 1,1-dioxo-thiomorpholine-4-carbonyl chloride slowly and stirred for 2 h at ambient temperature. The solvents were evaporated and the residue purified by preparative HPLC to afford 1,1-dioxo-thiomorpholine-4-carboxylic acid {2-[5-(3-hydroxy-8-aza-bicyclo[3.2.1]octane-8-carbon...